Dataset: the Open Reaction Database (ORD), a public repository of structured organic reaction records. Task: describe an organic reaction: reactants, conditions, products, and yield The reactants are C1CCC(NC2CCCCC2)CC1, ClCCl, O=C(O)c1cccc(I)c1, O=S(Cl)Cl. Product: O=C(Cl)c1cccc(I)c1. RXN SMILES: [CH:11]1([NH:12][CH:13]2[CH2:14][CH2:15][CH2:16][CH2:17][CH2:18]2)[CH2:19][CH2:20][CH2:21][CH2:22][CH2:23]1.[Cl:28][CH2:29][Cl:30].[I:1][c:2]1[cH:3][c:4]([C:5](=[O:6])[OH:7])[cH:8][cH:9][cH:10]1.[S:24]([Cl:25])([Cl:26])=[O:27]>>[I:1][c:2]1[cH:3][c:4]([C:5](=[O:6])[Cl:26])[cH:8][cH:9][cH:10]1.